From a dataset of the Open Reaction Database (ORD), a public repository of structured organic reaction records. describe an organic reaction: reactants, conditions, products, and yield The reactants are CC(=CC1=CC=C(C=C1)C(C(=O)[O-])C)C.[Na+] (sodium 2-(4-dimethylvinylphenyl)propionate), C(C(C)(C)C)(=O)OCCl (chloro-methyl pivalate), C(C)OCC (ethyl ether). The solvent is C1(=CC=CC=C1)C (toluene). Product: CC(=CC1=CC=C(C=C1)C(C(=O)OCOC(C(C)(C)C)=O)C)C (2-(4-Dimethylvinylphenyl)Propionic Acid, Pivaloyloxymethyl Ester), product. RXN SMILES: [CH3:1][C:2]([CH3:15])=[CH:3][C:4]1[CH:9]=[CH:8][C:7]([CH:10]([CH3:14])[C:11]([O-:13])=[O:12])=[CH:6][CH:5]=1.[Na+].[C:17]([O:23][CH2:24]Cl)(=[O:22])[C:18]([CH3:21])([CH3:20])[CH3:19].C(OCC)C>C1(C)C=CC=CC=1>[CH3:1][C:2]([CH3:15])=[CH:3][C:4]1[CH:9]=[CH:8][C:7]([CH:10]([CH3:14])[C:11]([O:13][CH2:24][O:23][C:17](=[O:22])[C:18]([CH3:21])([CH3:20])[CH3:19])=[O:12])=[CH:6][CH:5]=1 |f:0.1|. Procedure: A solution of sodium 2-(4-dimethylvinylphenyl)propionate (3 g) and chloro-methyl pivalate (3.9 g) in toluene (50 ml) was refluxed for 6 hours. After cooling, 50 ml of ethyl ether were added and the mixture was washed with 10% NaHCO3. The solvent was removed, and the residue dried at 60° for 3 hours in a vacuum stove to yield the title ester as an oily product (2 g). Found: C% 71.5 (Calc. 71.66); H% 8.2 (8.23). Starting materials: BrC=1C=C(C=C(C1)F)CO ((3-bromo-5-fluorophenyl)methanol), [Cl-].[Li+] (lithium chloride), [O-2].[Mg+2] (magnesium oxide), FC(C(=O)[O-])(F)F.[Tl+] (thallium trifluoroacetate), C(=O)(C(F)(F)F)O (TFA). Reagents/catalysts: [Pd](Cl)Cl (palladium chloride). The solvent is CO (MeOH), CCOC(=O)C (EtOAc), C(Cl)Cl (DCM). Conditions: time 16 hour. The product is BrC1=CC2=C(C(OC2)=O)C(=C1)F (5-bromo-7-fluoro-2-benzofuran-1(3H)-one). As a reaction SMILES: [Br:1][C:2]1[CH:3]=[C:4]([CH2:9][OH:10])[CH:5]=[C:6]([F:8])[CH:7]=1.FC(F)(F)[C:13]([O-])=[O:14].[Tl+].C(O)(C(F)(F)F)=O.[Cl-].[Li+].[O-2].[Mg+2]>[Pd](Cl)Cl.CCOC(C)=O.C(Cl)Cl.CO>[Br:1][C:2]1[CH:7]=[C:6]([F:8])[C:5]2[C:13](=[O:14])[O:10][CH2:9][C:4]=2[CH:3]=1 |f:1.2,4.5,6.7|. Procedure details: To a flask charged with (3-bromo-5-fluorophenyl)methanol (360 mg, 1.8 mmol) and a stir bar was added added thallium trifluoroacetate (1.0 g, 1.8 mmol) and TFA (3.0 mL) at 0° C. The mixture was allowed to stir for 16 hours. LC showed no SM left at that point. The volatiles were removed under reduced pressure, and the residue was dissolved in DCM and concentrated twice to affect azeotropic removal of all TFA. After pumping the residue under high vacuum for 20 minutes, palladium chloride (31 mg, 0.... Reactants: COC(C(C1=CC=C(C=C1)OCCOC1CCCCC1)=O)=O (4-[[2-(cyclohexyloxy)ethyl]oxy]-alpha-oxobenzeneacetic acid methyl ester). The solvent is CO (methanol), [OH-].[Na+] (sodium hydroxide). The product is C1(CCCCC1)OCCOC1=CC=C(C=C1)C(C(=O)O)=O (4-[[2-(cyclohexyloxy)ethyl]oxy]-alphaoxobenzeneacetic acid). The yield is 89.8%. As a reaction SMILES: C[O:2][C:3](=[O:22])[C:4](=[O:21])[C:5]1[CH:10]=[CH:9][C:8]([O:11][CH2:12][CH2:13][O:14][CH:15]2[CH2:20][CH2:19][CH2:18][CH2:17][CH2:16]2)=[CH:7][CH:6]=1>CO.[OH-].[Na+]>[CH:15]1([O:14][CH2:13][CH2:12][O:11][C:8]2[CH:7]=[CH:6][C:5]([C:4](=[O:21])[C:3]([OH:22])=[O:2])=[CH:10][CH:9]=2)[CH2:16][CH2:17][CH2:18][CH2:19][CH2:20]1 |f:2.3|. Procedure details: A mixture of 4-[[2-(cyclohexyloxy)ethyl]oxy]-alpha-oxobenzeneacetic acid methyl ester (0.7 g) in methanol (10 mL) and 0.5N sodium hydroxide (7 mL) was treated as in Example 19. Extraction with diethyl ether provided material which was crystallized from diethyl ether-hexane to give 0.6 g of colorless 4-[[2-(cyclohexyloxy)ethyl]oxy]-alphaoxobenzeneacetic acid, mp 96°-98° C. Starting materials: C([O-])([O-])=O.[Na+].[Na+] (sodium carbonate), ClC1=NC=2N(C=C1C1=CC=CC=C1)N=C(N2)C(C)C (5-chloro-2-isopropyl-6-phenyl[1,2,4]triazolo[1,5-a]pyrimidine), C(=O)C1=CC=C(C=C1)B(O)O (4-formylphenylboronic acid). The reagents and catalysts are C1=CC=C(C=C1)P([C-]2C=CC=C2)C3=CC=CC=C3.C1=CC=C(C=C1)P([C-]2C=CC=C2)C3=CC=CC=C3.Cl[Pd]Cl.[Fe+2] (dichloro[1,1′-bis(diphenylphosphino)ferrocene]palladium). Solvent: O (water), ClCCl (dichloromethane), COCCOC (1,2-dimethoxyethane). Conditions: temperature 90 celsius. The product is C(C)(C)C1=NN2C(N=C(C(=C2)C2=CC=CC=C2)C2=CC=C(C=O)C=C2)=N1 (4-(2-Isopropyl-6-phenyl[1,2,4]triazolo[1,5-a]pyrimidin-5-yl)benzaldehyde). Reaction SMILES: Cl[C:2]1[C:7]([C:8]2[CH:13]=[CH:12][CH:11]=[CH:10][CH:9]=2)=[CH:6][N:5]2[N:14]=[C:15]([CH:17]([CH3:19])[CH3:18])[N:16]=[C:4]2[N:3]=1.[CH:20]([C:22]1[CH:27]=[CH:26][C:25](B(O)O)=[CH:24][CH:23]=1)=[O:21].C(=O)([O-])[O-].[Na+].[Na+]>COCCOC.O.ClCCl.C1C=CC(P(C2C=CC=CC=2)[C-]2C=CC=C2)=CC=1.C1C=CC(P(C2C=CC=CC=2)[C-]2C=CC=C2)=CC=1.Cl[Pd]Cl.[Fe+2]>[CH:17]([C:15]1[N:16]=[C:4]2[N:3]=[C:2]([C:25]3[CH:26]=[CH:27][C:22]([CH:20]=[O:21])=[CH:23][CH:24]=3)[C:7]([C:8]3[CH:13]=[CH:12][CH:11]=[CH:10][CH:9]=3)=[CH:6][N:5]2[N:14]=1)([CH3:19])[CH3:18] |f:2.3.4,8.9.10.11|. Reported procedure: To a mixture of 5.30 g 5-chloro-2-isopropyl-6-phenyl[1,2,4]triazolo[1,5-a]pyrimidine and 3.80 g 4-formylphenylboronic acid in 160 ml 1,2-dimethoxyethane are added 33 ml of a 10% w/w sodium carbonate solution and 0.71 g dichloro[1,1′-bis(diphenylphosphino)ferrocene]palladium (II) and the resulting mixture is heated to 90° C. under an inert gas atmosphere for 18 h. The work up is performed by diluting the reaction mixture with water and dichloromethane, separating the phases and extraction of the ... Yields the product COC=1C(=CC(=C(OCC(=O)O)C1)C)SCC1=CC=C(C=C1)C1=CC(=CC=C1)C(F)(F)F ([5-Methoxy-2-methyl-4-(3′-trifluoromethyl-biphenyl-4-ylmethylsulfanyl)-phenoxy]-acetic acid). Reaction SMILES: C[O:2][C:3](=[O:16])[CH2:4][O:5][C:6]1[CH:11]=[C:10]([O:12][CH3:13])[C:9]([SH:14])=[CH:8][C:7]=1[CH3:15].Br[C:18]1[CH:23]=[CH:22][CH:21]=[C:20]([C:24]([F:27])([F:26])[F:25])[CH:19]=1>>[CH3:13][O:12][C:10]1[C:9]([S:14][CH2:15][C:7]2[CH:8]=[CH:9][C:10]([C:18]3[CH:23]=[CH:22][CH:21]=[C:20]([C:24]([F:27])([F:26])[F:25])[CH:19]=3)=[CH:11][CH:6]=2)=[CH:8][C:7]([CH3:15])=[C:6]([CH:11]=1)[O:5][CH2:4][C:3]([OH:2])=[O:16]. Procedure details: The title compound was prepared in the manner analogous to Example 5A using 1D and 1-bromo-3-trifluoromethyl-benzene. MS m/z 477 (M+1). The reactants are COC(COC1=C(C=C(C(=C1)OC)S)C)=O ((4-Mercapto-5-methoxy-2-methyl-phenoxy)-acetic acid methyl ester), BrC1=CC(=CC=C1)C(F)(F)F (1-bromo-3-trifluoromethyl-benzene).